From a dataset of the Open Reaction Database (ORD), a public repository of structured organic reaction records. describe an organic reaction: reactants, conditions, products, and yield Starting materials: C1(=CC=CC=C1)P(C1=CC=CC=C1)C1=CC=CC=C1 (triphenylphosphine), C(CCCC)C=1C=NC(=NC1)C1=CC=C(C=O)C=C1 (p-(5-pentyl-2-pyrimidinyl)benzaldehyde), CCCCCC (hexane), BrC(Br)(Br)Br (tetrabromomethane). Run in C(Cl)Cl (methylene chloride), C(Cl)Cl (methylene chloride), C(Cl)Cl (methylene chloride). Reaction conditions: temperature 0 celsius, time 5 minute. Yields the product residue, BrC(=CC1=CC=C(C=C1)C1=NC=C(C=N1)CCCCC)Br (2-[p-(2,2-dibromovinyl)phenyl]-5-pentylpyrimidine). Yield: 80.5%. Reaction SMILES: [Br:1][C:2]([Br:5])(Br)Br.C1(P(C2C=CC=CC=2)C2C=CC=CC=2)C=CC=CC=1.[CH2:25]([C:30]1[CH:31]=[N:32][C:33]([C:36]2[CH:43]=[CH:42][C:39]([CH:40]=O)=[CH:38][CH:37]=2)=[N:34][CH:35]=1)[CH2:26][CH2:27][CH2:28][CH3:29].CCCCCC>C(Cl)Cl>[Br:1][C:2]([Br:5])=[CH:40][C:39]1[CH:38]=[CH:37][C:36]([C:33]2[N:32]=[CH:31][C:30]([CH2:25][CH2:26][CH2:27][CH2:28][CH3:29])=[CH:35][N:34]=2)=[CH:43][CH:42]=1. Reported procedure: A solution of 5.44 g of tetrabromomethane in 80 ml of methylene chloride was placed at 0° C. under argon gasification in a sulphonation flask equipped with a mechanical stirrer and treated within 10 minutes with a solution of 8.6 g of triphenylphosphine in 20 ml of methylene chloride. After completion of the addition, the clear orange solution was stirred at 0° C. for a further 5 minutes and then a solution of 2.08 g of p-(5-pentyl-2-pyrimidinyl)benzaldehyde in 15 ml of methylene chloride was ad...